From a dataset of the Open Reaction Database (ORD), a public repository of structured organic reaction records. describe an organic reaction: reactants, conditions, products, and yield Reactants: CC(Oc1ccc(S(C)(=O)=O)cc1C(=O)O)C(F)(F)F, CCOC(C)=O, CC#N, Cl, c1ccc2c(N3CCNCC3)nsc2c1. Yields the product CC(Oc1ccc(S(C)(=O)=O)cc1C(=O)N1CCN(c2nsc3ccccc23)CC1)C(F)(F)F. Reaction SMILES: [CH3:1][S:2](=[O:3])(=[O:4])[c:5]1[cH:6][cH:7][c:8]([O:14][CH:15]([C:16]([F:17])([F:18])[F:19])[CH3:20])[c:9]([C:10](=[O:11])[OH:12])[cH:13]1.[CH3:37][CH2:38][O:39][C:40](=[O:41])[CH3:42].[CH3:43][C:44]#[N:45].[ClH:21].[N:22]1([c:28]2[n:29][s:30][c:31]3[c:32]2[cH:33][cH:34][cH:35][cH:36]3)[CH2:23][CH2:24][NH:25][CH2:26][CH2:27]1>>[CH3:1][S:2](=[O:3])(=[O:4])[c:5]1[cH:6][cH:7][c:8]([O:14][CH:15]([C:16]([F:17])([F:18])[F:19])[CH3:20])[c:9]([C:10](=[O:12])[N:25]2[CH2:24][CH2:23][N:22]([c:28]3[n:29][s:30][c:31]4[c:32]3[cH:33][cH:34][cH:35][cH:36]4)[CH2:27][CH2:26]2)[cH:13]1. Reaction SMILES: [O:1]([C:8]1[CH:16]=[CH:15][CH:14]=[CH:13][C:9]=1[C:10]([OH:12])=O)[C:2]1[CH:7]=[CH:6][CH:5]=[CH:4][CH:3]=1.[CH3:17][C@H:18]1[CH2:23][CH2:22][CH2:21][NH:20][C@H:19]1[CH2:24][NH:25][C:26]1[CH:31]=[CH:30][C:29]([C:32]([F:35])([F:34])[F:33])=[CH:28][N:27]=1>>[CH3:17][C@H:18]1[CH2:23][CH2:22][CH2:21][N:20]([C:10]([C:9]2[CH:13]=[CH:14][CH:15]=[CH:16][C:8]=2[O:1][C:2]2[CH:3]=[CH:4][CH:5]=[CH:6][CH:7]=2)=[O:12])[C@H:19]1[CH2:24][NH:25][C:26]1[CH:31]=[CH:30][C:29]([C:32]([F:35])([F:33])[F:34])=[CH:28][N:27]=1. Starting materials: O(C1=CC=CC=C1)C1=C(C(=O)O)C=CC=C1 (2-phenoxybenzoic acid), C[C@@H]1[C@@H](NCCC1)CNC1=NC=C(C=C1)C(F)(F)F (rac-cis-N-((3-methylpiperidin-2-yl)methyl)-5-(trifluoromethyl)pyridin-2-amine). Procedure: The title compound was synthesized following the same general protocol as described in Example 11 using 2-phenoxybenzoic acid and rac-cis-N-((3-methylpiperidin-2-yl)methyl)-5-(trifluoromethyl)pyridin-2-amine. ESI-MS (m/z): 470, [M+1]+. The product is C[C@@H]1[C@@H](N(CCC1)C(=O)C1=C(C=CC=C1)OC1=CC=CC=C1)CNC1=NC=C(C=C1)C(F)(F)F (rac-cis-(3-Methyl-2-(((5-(trifluoromethyl)pyridin-2-yl)amino)methyl)piperidin-1-yl) (2-phenoxyphenyl)methanone). RXN SMILES: [CH3:1][C:2]1[N:7]([CH2:8][C:9]([O:11][CH3:12])=[O:10])[C:6](=[O:13])[C:5]([N+:14]([O-:16])=[O:15])=[C:4](OS(C(F)(F)F)(=O)=O)[CH:3]=1.[C:25]([C:27]1[CH:32]=[CH:31][C:30]([CH2:33]Br)=[CH:29][CH:28]=1)#[N:26]>>[C:25]([C:27]1[CH:32]=[CH:31][C:30]([CH2:33][C:4]2[CH:3]=[C:2]([CH3:1])[N:7]([CH2:8][C:9]([O:11][CH3:12])=[O:10])[C:6](=[O:13])[C:5]=2[N+:14]([O-:16])=[O:15])=[CH:29][CH:28]=1)#[N:26]. Procedure: This compound is prepared from 15.3 g (40.9 mmol) of methyl 6-methyl-3-nitro-2-oxo-4-[[(trifluoromethyl)sulphonyl]oxy]-1,2-dihydropyridine-1-acetate and 10 g (51 mmol) of (4-cyanophenyl)methyl bromide according to the method described in Example 1.5. Reactants: CC1=CC(=C(C(N1CC(=O)OC)=O)[N+](=O)[O-])OS(=O)(=O)C(F)(F)F (methyl 6-methyl-3-nitro-2-oxo-4-[[(trifluoromethyl)sulphonyl]oxy]-1,2-dihydropyridine-1-acetate), C(#N)C1=CC=C(C=C1)CBr ((4-cyanophenyl)methyl bromide). Product: C(#N)C1=CC=C(C=C1)CC1=C(C(N(C(=C1)C)CC(=O)OC)=O)[N+](=O)[O-] (Methyl 4-[(4-cyanophenyl)methyl]-6-methyl-3-nitro-2-oxo-1,2-dihydropyridine-1-acetate). The reactants are CCOC(=O)c1c(OCC)ccn(-c2ccc(F)cc2)c1=O, CCO, Cl. The product is CCOc1ccn(-c2ccc(F)cc2)c(=O)c1C(=O)O. Reaction SMILES: [CH2:2]([CH3:3])[O:4][c:5]1[c:6]([C:19](=[O:20])[O:21][CH2:22][CH3:23])[c:7](=[O:18])[n:8](-[c:11]2[cH:12][cH:13][c:14]([F:17])[cH:15][cH:16]2)[cH:9][cH:10]1.[CH3:24][CH2:25][OH:26].[ClH:1]>>[CH2:2]([CH3:3])[O:4][c:5]1[c:6]([C:19](=[O:20])[OH:21])[c:7](=[O:18])[n:8](-[c:11]2[cH:12][cH:13][c:14]([F:17])[cH:15][cH:16]2)[cH:9][cH:10]1.